Task: describe an organic reaction: reactants, conditions, products, and yield. Dataset: the Open Reaction Database (ORD), a public repository of structured organic reaction records The reactants are CCOC(=O)C1Cc2c(n(C)c3ccc(OCc4ccccc4)cc23)C1, CN, CCO. Yields the product CNC(=O)C1Cc2c(n(C)c3ccc(OCc4ccccc4)cc23)C1. RXN SMILES: [CH2:1]([O:3][C:4](=[O:2])[CH:6]1[CH2:7][c:8]2[c:9]([n:10]([CH3:25])[c:11]3[cH:12][cH:13][c:14]([O:17][CH2:18][c:19]4[cH:20][cH:21][cH:22][cH:23][cH:24]4)[cH:15][c:16]23)[CH2:26]1)[CH3:5].[CH3:27][NH2:28].[CH3:29][CH2:30][OH:31]>>[O:3]=[C:4]([CH:6]1[CH2:7][c:8]2[c:9]([n:10]([CH3:25])[c:11]3[cH:12][cH:13][c:14]([O:17][CH2:18][c:19]4[cH:20][cH:21][cH:22][cH:23][cH:24]4)[cH:15][c:16]23)[CH2:26]1)[NH:28][CH3:27]. Reactants: COC(C1=CC(=C(C=C1)C#N)C1=C2N(N=C1C)CCC2)=O (4-cyano-3-(2-methyl-5,6-dihydro-4H-pyrrolo[1,2-b]pyrazol-3-yl)-benzoic acid methyl ester), CN(C)CN1C=NC=2C1=NC(=CC2)N2CCC(CC2)N(C)C ([1-(3-dimethylaminomethyl-3H-imidazo[4,5-b]pyridin-5-yl)-piperidin-4-yl]-dimethyl-amine), C(C)(C)NC(C)C.[Li] (lithium diisopropylamine), CCOC(=O)C (EtOAc). The solvent is C1CCOC1 (THF), C1CCOC1 (THF), C1CCOC1 (THF). Run at temperature -78 celsius. Product: CN(C1CCN(CC1)C1=CC=C2C(=N1)NC(=N2)C(=O)C2=CC(=C(C#N)C=C2)C2=C1N(N=C2C)CCC1)C (4-[5-(4-Dimethylamino-piperidin-1-yl)-3H-imidazo[4,5-b]pyridine-2-carbonyl]-2-(2-methyl-5,6-dihydro-4H-pyrrolo[1,2-b]pyrazol-3-yl)-benzonitrile). Isolated yield 10.0%. RXN SMILES: CN(C[N:5]1[C:9]2=[N:10][C:11]([N:14]3[CH2:19][CH2:18][CH:17]([N:20]([CH3:22])[CH3:21])[CH2:16][CH2:15]3)=[CH:12][CH:13]=[C:8]2[N:7]=[CH:6]1)C.C(NC(C)C)(C)C.[Li].C[O:32][C:33](=O)[C:34]1[CH:39]=[CH:38][C:37]([C:40]#[N:41])=[C:36]([C:42]2[C:46]([CH3:47])=[N:45][N:44]3[CH2:48][CH2:49][CH2:50][C:43]=23)[CH:35]=1.CCOC(C)=O>C1COCC1>[CH3:22][N:20]([CH3:21])[CH:17]1[CH2:16][CH2:15][N:14]([C:11]2[N:10]=[C:9]3[NH:5][C:6]([C:33]([C:34]4[CH:39]=[CH:38][C:37]([C:40]#[N:41])=[C:36]([C:42]5[C:46]([CH3:47])=[N:45][N:44]6[CH2:48][CH2:49][CH2:50][C:43]=56)[CH:35]=4)=[O:32])=[N:7][C:8]3=[CH:13][CH:12]=2)[CH2:19][CH2:18]1 |f:1.2,^1:29|. Reported procedure: To a solution of [1-(3-dimethylaminomethyl-3H-imidazo[4,5-b]pyridin-5-yl)-piperidin-4-yl]-dimethyl-amine (0.36 g, 1.2 mmol) in THF (5 mL) at −78° C. under N2 was added dropwise a freshly prepared solution of lithium diisopropylamine (1M, 1.5 mL, 1.5 mmol) in THF. After 10 m at −78° C. a solution of 4-cyano-3-(2-methyl-5,6-dihydro-4H-pyrrolo[1,2-b]pyrazol-3-yl)-benzoic acid methyl ester (0.28 g, 1.0 mmol) in THF (5 mL) was added. The reaction mixture was stirred at −78° C. under N2 for 15 m befor... Reactants: O (water), C(C1=CC=CC=C1)N(C(CCl)=O)C(C)C (N-benzyl-2-chloro-N-isopropylacetamide), [H-].[Al+3].[Li+].[H-].[H-].[H-] (lithium aluminum hydride). Run in C(C)OCC (diethyl ether), C(C)OCC (diethyl ether). Product: C(C)(C)N(CCCl)CC1=CC=CC=C1 (2-(N-isopropylbenzylamino)ethyl chloride). Isolated yield 50.2%. As a reaction SMILES: [CH2:1]([N:8]([CH:13]([CH3:15])[CH3:14])[C:9](=O)[CH2:10][Cl:11])[C:2]1[CH:7]=[CH:6][CH:5]=[CH:4][CH:3]=1.[H-].[Al+3].[Li+].[H-].[H-].[H-].O>C(OCC)C>[CH:13]([N:8]([CH2:1][C:2]1[CH:3]=[CH:4][CH:5]=[CH:6][CH:7]=1)[CH2:9][CH2:10][Cl:11])([CH3:15])[CH3:14] |f:1.2.3.4.5.6|. Procedure: A solution of 7.66 g of the N-benzyl-2-chloro-N-isopropylacetamide in 20 ml of dry diethyl ether was added dropwise to a suspension of 1.29 g of lithium aluminum hydride in 300 ml of dry diethyl ether with stirring under ice-cooling, and the mixture was heated under reflux for 4 hours. After the reaction mixture was cooled, and to the cooled reaction mixture was added dropwise water with stirring under ice-cooling. Insoluble materials were filtered off. The filtrate was dried over anhydrous magn...